From a dataset of the Open Reaction Database (ORD), a public repository of structured organic reaction records. describe an organic reaction: reactants, conditions, products, and yield Starting materials: NC1=C(C(=CC(=C1)C)C)O (2-amino-4, 6-dimethylphenol), NC(=O)N (urea). The solvent is C(C)O (ethanol). Reaction conditions: temperature 170 celsius. The product is CC=1C=C(C2=C(NC(O2)=O)C1)C (5, 7-Dimethyl-2-benzoxazolone). Isolated yield 74.2%. As a reaction SMILES: [NH2:1][C:2]1[CH:7]=[C:6]([CH3:8])[CH:5]=[C:4]([CH3:9])[C:3]=1[OH:10].N[C:12](N)=[O:13]>C(O)C>[CH3:8][C:6]1[CH:5]=[C:4]([CH3:9])[C:3]2[O:10][C:12](=[O:13])[NH:1][C:2]=2[CH:7]=1. Procedure: A mixture of 2-amino-4, 6-dimethylphenol (6.86 g, 50 mmoles) and urea (6.01 g, 100 mmoles) was heated at 170° C. for 1 hour. After cooling the resulting solid was dissolved in hot ethanol and recrystallized to give 6.05 g of the title compound. Yields the product COC=1C=C2C=CC(=CC2=CC1)[Zn]C1=CC2=CC=C(C=C2C=C1)OC (di-(6-methoxy-2-naphthyl)zinc). The reactants are COC=1C=C2C=CC(=CC2=CC1)[Mg]Br (6-methoxy-2-naphthylmagnesium bromide), [Cl-].[Zn+2].[Cl-] (zinc chloride). The solvent is C1=CC=CC=C1 (benzene). As a reaction SMILES: [CH3:1][O:2][C:3]1[CH:4]=[C:5]2[C:10](=[CH:11][CH:12]=1)[CH:9]=[C:8]([Mg]Br)[CH:7]=[CH:6]2.[Cl-].[Zn+2:16].[Cl-]>C1C=CC=CC=1>[CH3:1][O:2][C:3]1[CH:4]=[C:5]2[C:10](=[CH:11][CH:12]=1)[CH:9]=[C:8]([Zn:16][C:8]1[CH:7]=[CH:6][C:5]3[C:10](=[CH:11][CH:12]=[C:3]([O:2][CH3:1])[CH:4]=3)[CH:9]=1)[CH:7]=[CH:6]2 |f:1.2.3|. Reported procedure: The resulting solution of 6-methoxy-2-naphthylmagnesium bromide in 50 ml. of benzene under nitrogen is added 3.14 g. of anhydrous zinc chloride. The temperature of the mixture is maintained at a temperature of from 25°-30°C for 1 hour, yielding a solution of di-(6-methoxy-2-naphthyl)zinc. Reactants: COc1ccc(O)cc1, COCCOC, CN(C)P(=O)(N(C)C)N(C)C, FC(F)(F)c1cccc(Cl)n1, [K+], [OH-], O. The product is COc1ccc(Oc2cccc(C(F)(F)F)n2)cc1. Reaction SMILES: [CH3:12][O:13][c:14]1[cH:15][cH:16][c:17]([OH:20])[cH:18][cH:19]1.[CH3:23][O:24][CH2:25][CH2:26][O:27][CH3:28].[CH3:30][N:31]([P:32]([N:33]([CH3:34])[CH3:35])([N:36]([CH3:37])[CH3:38])=[O:39])[CH3:40].[Cl:1][c:2]1[n:3][c:4]([C:8]([F:9])([F:10])[F:11])[cH:5][cH:6][cH:7]1.[K+:22].[OH-:21].[OH2:29]>>[c:2]1([O:20][c:17]2[cH:16][cH:15][c:14]([O:13][CH3:12])[cH:19][cH:18]2)[n:3][c:4]([C:8]([F:9])([F:10])[F:11])[cH:5][cH:6][cH:7]1. The product is ClC1=CC=C(C=C1)NC(=O)C1=CC=C2CCN(C2=C1)S(=O)(=O)C1=C(C=CC(=C1)Cl)OC (1-(5-Chloro-2-methoxy-benzenesulfonyl)-2,3-dihydro-1H-indole-6-carboxylic acid (4-chloro-phenyl)-amide). Run in CC(=O)C (acetone). Reaction conditions: time 2 hour. Procedure: A solution of 1-(5-chloro-2-methoxy-benzenesulfonyl)-2,3-dihydro-1H-indole-6-carboxylic acid (30 mg, 0.082 mmol) in acetone (0.9 ml) was treated with N-methylmorpholine (0.025 ml, 2.4 equiv.) and cyanuric chloride (18 mg, 0.098 mmol, 1.2 equiv.) and stirred at room temperature for 2 hours. 4-Chloro-phenyl-amine (12 mg, 0.098 mol, 1.2 equiv.) was then added, and the mixture was stirred for 12 hours at room temperature. The solvent was evaporated, and the residue dissolved in methanol (2.5 ml) and... Reactants: ClC=1C=CC(=C(C1)S(=O)(=O)N1CCC2=CC=C(C=C12)C(=O)O)OC (1-(5-chloro-2-methoxy-benzenesulfonyl)-2,3-dihydro-1H-indole-6-carboxylic acid), CN1CCOCC1 (N-methylmorpholine), N1=C(Cl)N=C(Cl)N=C1Cl (cyanuric chloride), ClC1=CC=C(C=C1)N (4-Chloro-phenyl-amine). Reaction SMILES: [Cl:1][C:2]1[CH:3]=[CH:4][C:5]([O:23][CH3:24])=[C:6]([S:8]([N:11]2[C:19]3[C:14](=[CH:15][CH:16]=[C:17]([C:20](O)=[O:21])[CH:18]=3)[CH2:13][CH2:12]2)(=[O:10])=[O:9])[CH:7]=1.CN1CCOCC1.N1C(Cl)=NC(Cl)=NC=1Cl.[Cl:41][C:42]1[CH:47]=[CH:46][C:45]([NH2:48])=[CH:44][CH:43]=1>CC(C)=O>[Cl:41][C:42]1[CH:47]=[CH:46][C:45]([NH:48][C:20]([C:17]2[CH:18]=[C:19]3[C:14]([CH2:13][CH2:12][N:11]3[S:8]([C:6]3[CH:7]=[C:2]([Cl:1])[CH:3]=[CH:4][C:5]=3[O:23][CH3:24])(=[O:10])=[O:9])=[CH:15][CH:16]=2)=[O:21])=[CH:44][CH:43]=1. Reactants: CCO, S=c1[nH]nc(-c2ccncc2)n1C1CC1. Yields the product c1cc(-c2nncn2C2CC2)ccn1. As a reaction SMILES: [CH3:16][CH2:17][OH:18].[CH:1]1([n:4]2[c:5](=[S:15])[nH:6][n:7][c:8]2-[c:9]2[cH:10][cH:11][n:12][cH:13][cH:14]2)[CH2:2][CH2:3]1>>[CH:1]1([n:4]2[cH:5][n:6][n:7][c:8]2-[c:9]2[cH:10][cH:11][n:12][cH:13][cH:14]2)[CH2:2][CH2:3]1. The reactants are COC(=O)C=1C=C(C(=O)O)C=CC1 (3-(methoxycarbonyl)benzoic acid), ON1N=NC2=C1C=CC=C2 (1-hydroxybenzotriazole), Cl.C(C)N=C=NCCCN(C)C (1-ethyl-3-(3-dimethylaminopropyl)carbodiimide hydrochloride), CC(C(=O)N1CCNCC1)C (2-methyl-1-(piperazin-1-yl)propan-1-one). The solvent is ClCCl (dichloromethane), C(C)N(CC)CC (triethyl amine), O (water). Conditions: time 30 minute. Product: C(C(C)C)(=O)N1CCN(CC1)C(=O)C=1C=C(C(=O)OC)C=CC1 (methyl 3-(4-isobutyrylpiperazine-1-carbonyl)benzoate). Isolated yield 78.5%. RXN SMILES: [CH3:1][O:2][C:3]([C:5]1[CH:6]=[C:7]([CH:11]=[CH:12][CH:13]=1)[C:8]([OH:10])=O)=[O:4].ON1C2C=CC=CC=2N=N1.Cl.C(N=C=NCCCN(C)C)C.[CH3:36][CH:37]([CH3:46])[C:38]([N:40]1[CH2:45][CH2:44][NH:43][CH2:42][CH2:41]1)=[O:39]>ClCCl.O.C(N(CC)CC)C>[C:38]([N:40]1[CH2:45][CH2:44][N:43]([C:8]([C:7]2[CH:6]=[C:5]([CH:13]=[CH:12][CH:11]=2)[C:3]([O:2][CH3:1])=[O:4])=[O:10])[CH2:42][CH2:41]1)(=[O:39])[CH:37]([CH3:46])[CH3:36] |f:2.3|. Procedure: To a solution of 3-(methoxycarbonyl)benzoic acid (0.9 g, 5 mmol) in dichloromethane (20 mL), 1-hydroxybenzotriazole (0.75 g, 5.5 mmol), 1-ethyl-3-(3-dimethylaminopropyl)carbodiimide hydrochloride (1.06 g, 5.5 mmol) and triethyl amine (2 mL) was added. The mixture was stirred at room temperature for 30 min, then 2-methyl-1-(piperazin-1-yl)propan-1-one (1.0 g, 5 mmol) was added and the mixture was stirred at room temperature for 16 h. The resulting mixture was added water (50 mL) and extracted wit... Procedure: The title compound, white solid, m.p. 74.2-75.0° C. and MS: m/e=312 (M+H+) was prepared in accordance with the general method of example 1 from diphenylacetyl chloride and 5-methoxy-pentylamine. The product is COCCCCCNC(C(C1=CC=CC=C1)C1=CC=CC=C1)=O (N-(5-Methoxy-pentyl)-2,2-diphenyl-acetamide). Reaction SMILES: [C:1]1([CH:7]([C:11]2[CH:16]=[CH:15][CH:14]=[CH:13][CH:12]=2)[C:8](Cl)=[O:9])[CH:6]=[CH:5][CH:4]=[CH:3][CH:2]=1.[CH3:17][O:18][CH2:19][CH2:20][CH2:21][CH2:22][CH2:23][NH2:24]>>[CH3:17][O:18][CH2:19][CH2:20][CH2:21][CH2:22][CH2:23][NH:24][C:8](=[O:9])[CH:7]([C:11]1[CH:16]=[CH:15][CH:14]=[CH:13][CH:12]=1)[C:1]1[CH:6]=[CH:5][CH:4]=[CH:3][CH:2]=1. The reactants are C1(=CC=CC=C1)C(C(=O)Cl)C1=CC=CC=C1 (diphenylacetyl chloride), COCCCCCN (5-methoxy-pentylamine).